From a dataset of the Open Reaction Database (ORD), a public repository of structured organic reaction records. describe an organic reaction: reactants, conditions, products, and yield The reactants are C[C@H]1NCCC(N(C1)CCCN1CCCCC1)=O ((R)-2-methyl-4-(3-piperidin-1-yl-propyl)-[1,4]diazepan-5-one), IC1=CC(=CC=C1)OC(F)(F)F (1-iodo-3-trifluoromethoxy-benzene). The product is C[C@H]1N(CCC(N(C1)CCCN1CCCCC1)=O)C1=CC(=CC=C1)OC(F)(F)F ((R)-2-Methyl-4-(3-piperidin-1-yl-propyl)-1-(3-trifluoromethoxy-phenyl)-[1,4]diazepan-5-one). RXN SMILES: [CH3:1][C@@H:2]1[CH2:8][N:7]([CH2:9][CH2:10][CH2:11][N:12]2[CH2:17][CH2:16][CH2:15][CH2:14][CH2:13]2)[C:6](=[O:18])[CH2:5][CH2:4][NH:3]1.I[C:20]1[CH:25]=[CH:24][CH:23]=[C:22]([O:26][C:27]([F:30])([F:29])[F:28])[CH:21]=1>>[CH3:1][C@@H:2]1[CH2:8][N:7]([CH2:9][CH2:10][CH2:11][N:12]2[CH2:17][CH2:16][CH2:15][CH2:14][CH2:13]2)[C:6](=[O:18])[CH2:5][CH2:4][N:3]1[C:24]1[CH:25]=[CH:20][CH:21]=[C:22]([O:26][C:27]([F:28])([F:29])[F:30])[CH:23]=1. Reported procedure: The title compound was prepared from (R)-2-methyl-4-(3-piperidin-1-yl-propyl)-[1,4]diazepan-5-one (Example 39E) and 1-iodo-3-trifluoromethoxy-benzene in analogy to example 33. MS: 414.4 (MH+). Reactants: CC(C)Nc1nc(C(F)(F)F)ccc1C=CC(=O)O, Cl, CC(N)c1ccc(NS(C)(=O)=O)c(F)c1. The product is CC(C)Nc1nc(C(F)(F)F)ccc1C=CC(=O)NC(C)c1ccc(NS(C)(=O)=O)c(F)c1. Reaction SMILES: [CH:17]([CH3:18])([CH3:19])[NH:20][c:21]1[n:22][c:23]([C:32]([F:33])([F:34])[F:35])[cH:24][cH:25][c:26]1[CH:27]=[CH:28][C:29](=[O:30])[OH:31].[ClH:16].[NH2:1][CH:2]([CH3:3])[c:4]1[cH:5][c:6]([F:15])[c:7]([NH:10][S:11](=[O:12])(=[O:13])[CH3:14])[cH:8][cH:9]1>>[NH:1]([CH:2]([CH3:3])[c:4]1[cH:5][c:6]([F:15])[c:7]([NH:10][S:11](=[O:12])(=[O:13])[CH3:14])[cH:8][cH:9]1)[C:29]([CH:28]=[CH:27][c:26]1[c:21]([NH:20][CH:17]([CH3:18])[CH3:19])[n:22][c:23]([C:32]([F:33])([F:34])[F:35])[cH:24][cH:25]1)=[O:30]. The reactants are C(C)OC(C(CC1=CC=C(C=C1)OCCOC1C2=C(CCC3=C1C=CC=C3)C=CC=C2)OCC)=O (3-(4-[2-(10,11-Dihydro-5H-dibenzo[a,d]cyclohepten-5-yloxy)-ethoxy]-phenyl)-2-ethoxy-propanoic acid ethyl ester), [OH-].[Na+] (sodium hydroxide). Run in C(C)O (ethanol). The product is C1=CC=CC=2C(C3=C(CCC21)C=CC=C3)OCCOC3=CC=C(C=C3)CC(C(=O)O)OCC (3-(4-[2-(10,11-Dihydro-5H-dibenzo[a,d]cyclohepten-5-yloxy)-ethoxy]-phenyl)-2-ethoxy-propanoic acid). RXN SMILES: C([O:3][C:4](=[O:35])[CH:5]([O:32][CH2:33][CH3:34])[CH2:6][C:7]1[CH:12]=[CH:11][C:10]([O:13][CH2:14][CH2:15][O:16][CH:17]2[C:23]3[CH:24]=[CH:25][CH:26]=[CH:27][C:22]=3[CH2:21][CH2:20][C:19]3[CH:28]=[CH:29][CH:30]=[CH:31][C:18]2=3)=[CH:9][CH:8]=1)C.[OH-].[Na+]>C(O)C>[CH:28]1[C:19]2[CH2:20][CH2:21][C:22]3[CH:27]=[CH:26][CH:25]=[CH:24][C:23]=3[CH:17]([O:16][CH2:15][CH2:14][O:13][C:10]3[CH:9]=[CH:8][C:7]([CH2:6][CH:5]([O:32][CH2:33][CH3:34])[C:4]([OH:35])=[O:3])=[CH:12][CH:11]=3)[C:18]=2[CH:31]=[CH:30][CH:29]=1 |f:1.2|. Reported procedure: 3-(4-[2-(10,11-Dihydro-5H-dibenzo[a,d]cyclohepten-5-yloxy)-ethoxy]-phenyl)-2-ethoxy-propanoic acid ethyl ester (example 8) (1.5 g, 3.2 mmol) was dissolved in ethanol (30 ml) and 20% sodium hydroxide (3 ml) was added. After 3 days ethanol was evaporated in vacuo, water (50 ml) and hydrochloric acid (2 ml) were added and the mixture was extracted with dichloromethane. The organic phase was dried (MgSO4) and the solvent evaporated in vacuo. The residue (1.1 g, 78%) was dissolved in ethanol and trea... Reactants: ( A ), C12(CC3(CC(CC(C1)C3)C2)C(=O)O)C(=O)O (1,3-admantanedicarboxylic acid), S(=O)(Cl)Cl (thionyl chloride), [Cl-] (chloride), C(Cl)Cl (methylene chloride), C(CCCCCCC)O (1-octanol), N1=CC=CC=C1 (pyridine), C(Cl)Cl (methylene chloride). Run in ice water. Reaction conditions: time 8 hour. Yields the product C12(CC3(CC(CC(C1)C3)C2)C(=O)OCCCCCC)C(=O)OCCCCCC (Di-n-hexyl 1,3-adamantanedicarboxylate). Reaction SMILES: [C:1]12([C:14]([OH:16])=[O:15])[CH2:10][CH:5]3[CH2:6][CH:7]([CH2:9][C:3]([C:11]([OH:13])=[O:12])([CH2:4]3)[CH2:2]1)[CH2:8]2.S(Cl)(Cl)=O.C(O)C[CH2:23][CH2:24][CH2:25][CH2:26][CH2:27][CH3:28].N1[CH:35]=[CH:34][CH:33]=[CH:32][CH:31]=1.[Cl-].[CH2:37](Cl)Cl>>[C:1]12([C:14]([O:16][CH2:28][CH2:27][CH2:26][CH2:25][CH2:24][CH3:23])=[O:15])[CH2:8][CH:7]3[CH2:6][CH:5]([CH2:4][C:3]([C:11]([O:13][CH2:31][CH2:32][CH2:33][CH2:34][CH2:35][CH3:37])=[O:12])([CH2:9]3)[CH2:2]1)[CH2:10]2. Procedure details: Di-n-hexyl 1,3-adamantanedicarboxylate is prepared by way of the following procedure: (A) A 100 mL round bottom flask equipped with a magnetic stir bar is charged with 1,3-admantanedicarboxylic acid (10.0 g, 44.6 mmol) and thionyl chloride (14.5 mL, 0.20 mole). The mixture is refluxed under nitrogen for 4 hrs and cooled to room temperature. Excess thionyl chloride is removed under vacuum and the solid chloride is used for the next step without further purification. (B) A 50 mL round bottom flask... The reactants are CN1C(N(CC1)C)(Cl)Cl (1,3-dimethyl-2,2-dichloroimidazolidine), COP(=O)(OC)[O-].[Na+] (sodium dimethylphosphate), C(C)#N (acetonitrile). Solvent: O (water). Conditions: time 12 hour. Product: COP(=O)(OC)[O-].C[NH+]1C(N(CC1)C)Cl (1,3-dimethyl-2-chloroimidazolidinium dimethylphosphate). The yield is 94.9%. As a reaction SMILES: [CH3:1][N:2]1[CH2:6][CH2:5][N:4]([CH3:7])[C:3]1(Cl)[Cl:8].[CH3:10][O:11][P:12]([O-:16])([O:14][CH3:15])=[O:13].[Na+].C(#N)C>O>[CH3:10][O:11][P:12]([O-:16])([O:14][CH3:15])=[O:13].[CH3:1][NH+:2]1[CH2:6][CH2:5][N:4]([CH3:7])[CH:3]1[Cl:8] |f:1.2,5.6|. Reported procedure: 3.00 g (17.75 mmol) of 1,3-dimethyl-2,2-dichloroimidazolidine and 2.63 g (17.77 mmol) of sodium dimethylphosphate are mixed with 20 ml of acetonitrile and 2 ml of water. The reaction mixture is stirred for 12 hours at room temperature, and the precipitate NaCl is subsequently filtered off. The solvent is distilled off, and the residue is dried for 6 hours under a reduced pressure of 7 Pa and at an oil-bath temperature of 70-80° C., giving 4.39 g of 1,3-dimethyl-2-chloroimidazolidinium dimethylph... Reaction SMILES: [CH3:1][O:2][C:3]1[CH:4]=[C:5]([N:12]2[CH2:17][CH2:16][C:15](=O)[CH2:14][CH2:13]2)[CH:6]=[CH:7][C:8]=1[N+:9]([O-:11])=[O:10].[CH:19]1([NH2:22])[CH2:21][CH2:20]1.C(O[BH-](OC(=O)C)OC(=O)C)(=O)C.[Na+].C1COCC1>ClCCCl>[CH:19]1([NH:22][CH:15]2[CH2:16][CH2:17][N:12]([C:5]3[CH:6]=[CH:7][C:8]([N+:9]([O-:11])=[O:10])=[C:3]([O:2][CH3:1])[CH:4]=3)[CH2:13][CH2:14]2)[CH2:21][CH2:20]1 |f:2.3|. Reported procedure: 1-(3-Methoxy-4-nitrophenyl)piperidin-4-one (INTERMEDIATE 18, 0.70 g, 2.80 mmol), cyclopropanamine (0.160 g, 2.80 mmol) and sodium triacetoxyborohydride (0.889 g, 4.20 mmol) in DCE (15 mL)/THF (5 mL) were stirred at 25° C. for 2 h. The reaction mixture was concentrated in vacuo. The crude residue was taken up in EtOAc and washed with saturated aqueous sodium bicarbonate and brine, dried over sodium sulfate, filtered and concentrated in vacuo. The crude residue was purified by chromatography on si... Reactants: COC=1C=C(C=CC1[N+](=O)[O-])N1CCC(CC1)=O (1-(3-Methoxy-4-nitrophenyl)piperidin-4-one), COC=1C=C(C=CC1[N+](=O)[O-])N1CCC(CC1)=O (1-(3-Methoxy-4-nitrophenyl)piperidin-4-one), C1(CC1)N (cyclopropanamine), C(C)(=O)O[BH-](OC(C)=O)OC(C)=O.[Na+] (sodium triacetoxyborohydride), C1CCOC1 (THF). Product: C1(CC1)NC1CCN(CC1)C1=CC(=C(C=C1)[N+](=O)[O-])OC (N-Cyclopropyl-1-(3-methoxy-4-nitrophenyl)piperidin-4-amine). Solvent: ClCCCl (DCE). The yield is 93.2%.